From a dataset of the Open Reaction Database (ORD), a public repository of structured organic reaction records. describe an organic reaction: reactants, conditions, products, and yield Starting materials: IC1=CC(=CC=C1)I (1,3-diiodobenzene), S1(OC[C@H]2N1CCC2)(=O)=O ((S)-tetrahydro-pyrrolo[1,2-c][1,2,3]oxathiazole 1,1-dioxide). The product is IC=1C=C(C[C@H]2NCCC2)C=CC1 ((S)-2-(3-Iodo-benzyl)-pyrrolidine). Reaction SMILES: I[C:2]1[CH:7]=[CH:6][CH:5]=[C:4]([I:8])[CH:3]=1.S1(=O)(=O)[N:13]2[CH2:14][CH2:15][CH2:16][C@H:12]2[CH2:11]O1>>[I:8][C:4]1[CH:3]=[C:2]([CH:7]=[CH:6][CH:5]=1)[CH2:11][C@@H:12]1[CH2:16][CH2:15][CH2:14][NH:13]1. Procedure: (S)-2-(3-Iodo-benzyl)-pyrrolidine was prepared from 1,3-diiodobenzene and (S)-tetrahydro-pyrrolo[1,2-c][1,2,3]oxathiazole 1,1-dioxide in analogy to the procedure described for Example 4 in U.S. Pat. No. 5,130,432. LC-MS A: tR=0.57 min; [M+H]+=287.99. The reactants are C(C)(C)(C)C1=CC=2N=NNC(C2[Se]1)=O (6-(tert-butyl)-3H-selenopheno[3,2-d]1,2,3-triazin-4-one), C([O-])([O-])=O.[K+].[K+] (potassium carbonate), IC (iodomethane), [I-].[K+] (potassium iodide). Run in CC(=O)C (acetone). Reaction conditions: time 16 hour. Product: C(C)(C)(C)C1=CC=2N=NN(C(C2[Se]1)=O)C (6-(tert-Butyl)-3-methylselenopheno[3,2-d]1,2,3-triazin-4-one). Isolated yield 47.6%. Reaction SMILES: [C:1]([C:5]1[Se:13][C:12]2[C:11](=[O:14])[NH:10][N:9]=[N:8][C:7]=2[CH:6]=1)([CH3:4])([CH3:3])[CH3:2].[C:15](=O)([O-])[O-].[K+].[K+].IC.[I-].[K+]>CC(C)=O>[C:1]([C:5]1[Se:13][C:12]2[C:11](=[O:14])[N:10]([CH3:15])[N:9]=[N:8][C:7]=2[CH:6]=1)([CH3:4])([CH3:2])[CH3:3] |f:1.2.3,5.6|. Procedure: To a solution of 6-(tert-butyl)-3H-selenopheno[3,2-d]1,2,3-triazin-4-one (2.0 g, 7.78 mmol) in acetone (70 mL) was added sequentially potassium carbonate (2.14 g, 15.56 mmol), iodomethane (0.58 mL, 9.3 mmol) and potassium iodide (catalytic) at rt and the mixture was stirred at rt for 16 h. The solution was filtered and the solids were washed with acetone. Acetone was evaporated under reduced pressure and the residue was chromatographed over silica gel column using chloroform-methanol (95:05) as ...